From a dataset of the Open Reaction Database (ORD), a public repository of structured organic reaction records. describe an organic reaction: reactants, conditions, products, and yield As a reaction SMILES: [NH2:1][C:2]1[CH:9]=[CH:8][CH:7]=[C:6]([NH:10][CH2:11][CH3:12])[C:3]=1[C:4]#[N:5].N1C=CC=CC=1.[CH2:19]([O:21][CH2:22][C:23](Cl)=[O:24])[CH3:20].O>C(Cl)Cl>[CH2:19]([O:21][CH2:22][C:23]([NH:1][C:2]1[CH:9]=[CH:8][CH:7]=[C:6]([NH:10][CH2:11][CH3:12])[C:3]=1[C:4]#[N:5])=[O:24])[CH3:20]. Reactants: NC1=C(C#N)C(=CC=C1)NCC (2-amino-6-(ethylamino)benzonitrile), N1=CC=CC=C1 (pyridine), O (water), C(C)OCC(=O)Cl (ethoxyacetyl chloride). Procedure: To a solution of 2-amino-6-(ethylamino)benzonitrile (4 g) in methylene chloride (100 ml) is added pyridine (2.8 ml), and thereto is added dropwise ethoxyacetyl chloride (3.9 ml) which is cooled in an ice bath. The mixture is stirred at room temperature for 1 hour, and thereafter, water is added thereto, and the mixture is extracted with methylene chloride. The organic layer is dried over anhydrous sodium sulfate, and the solvent is distilled off under reduced pressure. The resulting crude crysta... Yields the product C(C)OCC(=O)NC1=C(C#N)C(=CC=C1)NCC (2-(ethoxyacetylamino)-6-(ethylamino)benzonitrile). Run in C(Cl)Cl (methylene chloride). Run at time 1 hour.